This data is from the Open Reaction Database (ORD), a public repository of structured organic reaction records. The task is: describe an organic reaction: reactants, conditions, products, and yield The reactants are C(CC(O)(C(=O)O)CC(=O)O)(=O)O (citric acid), [H-].[Na+] (Sodium hydride), O[C@H](C(=O)NC1=NC=CC=C1)CO[C@@H](CO[Si](C(C)C)(C(C)C)C(C)C)C ((S)-2-hydroxy-N-(pyridin-2-yl)-3-((R)-1-(triisopropylsilyloxy)propan-2-yloxy)propanamide), ClC1=C2C(=NC=N1)N(N=C2)C2=C(C=CC=C2)Cl (4-chloro-1-(2-chlorophenyl)-1H-pyrazolo[3,4-d]pyrimidine), ClC1=C2C(=NC=N1)N(N=C2)C2=C(C=CC=C2)Cl (4-chloro-1-(2-chlorophenyl)-1H-pyrazolo[3,4-d]pyrimidine). The solvent is C1CCOC1 (THF). Reaction conditions: temperature 0 celsius, time 10 minute. Yields the product ClC1=C(C=CC=C1)N1N=CC=2C1=NC=NC2O[C@H](C(=O)NC2=NC=CC=C2)CO[C@@H](CO[Si](C(C)C)(C(C)C)C(C)C)C ((2S)-2-(1-(2-chlorophenyl)-1H-pyrazolo[3,4-d]pyrimidin-4-yloxy)-N-(pyridin-2-yl)-3-((R)-1-(triisopropylsilyloxy)propan-2-yloxy)propanamide). Yield: 59.1%. As a reaction SMILES: [H-].[Na+].[OH:3][C@@H:4]([CH2:14][O:15][C@H:16]([CH3:29])[CH2:17][O:18][Si:19]([CH:26]([CH3:28])[CH3:27])([CH:23]([CH3:25])[CH3:24])[CH:20]([CH3:22])[CH3:21])[C:5]([NH:7][C:8]1[CH:13]=[CH:12][CH:11]=[CH:10][N:9]=1)=[O:6].Cl[C:31]1[N:36]=[CH:35][N:34]=[C:33]2[N:37]([C:40]3[CH:45]=[CH:44][CH:43]=[CH:42][C:41]=3[Cl:46])[N:38]=[CH:39][C:32]=12.C(O)(=O)CC(CC(O)=O)(C(O)=O)O>C1COCC1>[Cl:46][C:41]1[CH:42]=[CH:43][CH:44]=[CH:45][C:40]=1[N:37]1[C:33]2=[N:34][CH:35]=[N:36][C:31]([O:3][C@@H:4]([CH2:14][O:15][C@H:16]([CH3:29])[CH2:17][O:18][Si:19]([CH:26]([CH3:28])[CH3:27])([CH:20]([CH3:21])[CH3:22])[CH:23]([CH3:25])[CH3:24])[C:5]([NH:7][C:8]3[CH:13]=[CH:12][CH:11]=[CH:10][N:9]=3)=[O:6])=[C:32]2[CH:39]=[N:38]1 |f:0.1|. Procedure details: Sodium hydride (78 mg, 1.95 mmol) was added to (S)-2-hydroxy-N-(pyridin-2-yl)-3-((R)-1-(triisopropylsilyloxy)propan-2-yloxy)propanamide (Intermediate AQ4) (387 mg, 0.98 mmol) in anhydrous THF (20 mL). The resulting solution was stirred at 0° C. for 10 minutes and then 4-chloro-1-(2-chlorophenyl)-1H-pyrazolo[3,4-d]pyrimidine (Intermediate B1) (250 mg, 0.89 mmol) was added. The reaction mixture was allowed to warm to room temperature and stirred for 1 hour. The reaction mixture was neutralised wit... Starting materials: CN, Cl, COc1cc2c(c(-c3cccc(F)c3F)c1)OC(COS(=O)(=O)c1ccc(C)cc1)C2. Product: CNCC1Cc2cc(OC)cc(-c3cccc(F)c3F)c2O1. RXN SMILES: [CH3:33][NH2:34].[ClH:1].[F:2][c:3]1[c:4](-[c:10]2[cH:11][c:12]([O:31][CH3:32])[cH:13][c:14]3[c:18]2[O:17][CH:16]([CH2:19][O:20][S:21]([c:22]2[cH:23][cH:24][c:25]([CH3:26])[cH:27][cH:28]2)(=[O:29])=[O:30])[CH2:15]3)[cH:5][cH:6][cH:7][c:8]1[F:9]>>[F:2][c:3]1[c:4](-[c:10]2[cH:11][c:12]([O:31][CH3:32])[cH:13][c:14]3[c:18]2[O:17][CH:16]([CH2:19][NH:34][CH3:33])[CH2:15]3)[cH:5][cH:6][cH:7][c:8]1[F:9].